Dataset: the Open Reaction Database (ORD), a public repository of structured organic reaction records. Task: describe an organic reaction: reactants, conditions, products, and yield The reactants are N[C@H]1[C@@H](CC=2C=CC(=CC2C1(C)C)C(=O)N)OC ((6R,7R)-7-amino-6-methoxy-8,8-dimethyl-5,6,7,8-tetrahydro-naphthalene-2-carboxylic acid amide), CC(CC(=O)NCCC=O)(C)C (3,3-dimethyl-N-(3-oxo-propyl)-butyramide), C(=O)(C(F)(F)F)O (TFA). Product: CC(CC(=O)NCCCN[C@H]1[C@@H](CC=2C=CC(=CC2C1(C)C)C(=O)N)OC)(C)C ((6R,7R)-7-[3-(3,3-Dimethyl-butyrylamino)-propylamino]-6-methoxy-8,8-dimethyl-5,6,7,8-tetrahydro-naphthalene-2-carboxylic acid amide). Reaction SMILES: [NH2:1][C@@H:2]1[C:11]([CH3:13])([CH3:12])[C:10]2[CH:9]=[C:8]([C:14]([NH2:16])=[O:15])[CH:7]=[CH:6][C:5]=2[CH2:4][C@H:3]1[O:17][CH3:18].[CH3:19][C:20]([CH3:30])([CH3:29])[CH2:21][C:22]([NH:24][CH2:25][CH2:26][CH:27]=O)=[O:23].C(O)(C(F)(F)F)=O>>[CH3:19][C:20]([CH3:29])([CH3:30])[CH2:21][C:22]([NH:24][CH2:25][CH2:26][CH2:27][NH:1][C@@H:2]1[C:11]([CH3:13])([CH3:12])[C:10]2[CH:9]=[C:8]([C:14]([NH2:16])=[O:15])[CH:7]=[CH:6][C:5]=2[CH2:4][C@H:3]1[O:17][CH3:18])=[O:23]. Reported procedure: Following the process of Example 11(c) using (6R,7R)-7-amino-6-methoxy-8,8-dimethyl-5,6,7,8-tetrahydro-naphthalene-2-carboxylic acid amide and 3,3-dimethyl-N-(3-oxo-propyl)-butyramide the TFA salt of the title compound was prepared. (m/z): [M+H]+ calcd for C23H37N3O3, 404.28; found, 404.8.